The task is: describe an organic reaction: reactants, conditions, products, and yield. This data is from the Open Reaction Database (ORD), a public repository of structured organic reaction records. The reactants are CC(=O)CC(C)C, N#CCCCCl, O=C(c1ccc(F)cc1)C1CCNCC1, [Na+], [Na+], O=C([O-])[O-]. The product is N#CCCCN1CCC(C(=O)c2ccc(F)cc2)CC1. RXN SMILES: [CH3:28][CH:29]([CH3:30])[CH2:31][C:32](=[O:33])[CH3:34].[Cl:1][CH2:2][CH2:3][CH2:4][C:5]#[N:6].[F:7][c:8]1[cH:9][cH:10][c:11]([C:14](=[O:15])[CH:16]2[CH2:17][CH2:18][NH:19][CH2:20][CH2:21]2)[cH:12][cH:13]1.[Na+:22].[Na+:23].[O-:24][C:25](=[O:26])[O-:27]>>[CH2:2]([CH2:3][CH2:4][C:5]#[N:6])[N:19]1[CH2:18][CH2:17][CH:16]([C:14]([c:11]2[cH:10][cH:9][c:8]([F:7])[cH:13][cH:12]2)=[O:15])[CH2:21][CH2:20]1. As a reaction SMILES: [CH2:69]1[O:70][CH2:71][CH2:72][CH2:73]1.[NH2:20][C:21]([CH:22]([CH2:23][CH2:24][C:25](=[O:26])[O:27][CH3:28])[N:29]1[C:30](=[O:39])[c:31]2[cH:32][cH:33][cH:34][c:35]([OH:38])[c:36]2[CH2:37]1)=[O:40].[O:41]=[C:42]([O:43][CH:44]([CH3:45])[CH3:46])[N:47]=[N:48][C:49]([O:50][CH:51]([CH3:52])[CH3:53])=[O:54].[O:55]1[CH2:56][CH2:57][N:58]([CH2:61][c:62]2[cH:63][c:64]([CH2:67][OH:68])[o:65][cH:66]2)[CH2:59][CH2:60]1.[c:1]1([P:2]([c:3]2[cH:4][cH:5][cH:6][cH:7][cH:8]2)[c:9]2[cH:10][cH:11][cH:12][cH:13][cH:14]2)[cH:15][cH:16][cH:17][cH:18][cH:19]1>>[NH2:20][C:21]([CH:22]([CH2:23][CH2:24][C:25](=[O:26])[O:27][CH3:28])[N:29]1[C:30](=[O:39])[c:31]2[cH:32][cH:33][cH:34][c:35]([O:38][CH2:67][c:64]3[cH:63][c:62]([CH2:61][N:58]4[CH2:57][CH2:56][O:55][CH2:60][CH2:59]4)[cH:66][o:65]3)[c:36]2[CH2:37]1)=[O:40]. Product: COC(=O)CCC(C(N)=O)N1Cc2c(OCc3cc(CN4CCOCC4)co3)cccc2C1=O. Reactants: C1CCOC1, COC(=O)CCC(C(N)=O)N1Cc2c(O)cccc2C1=O, CC(C)OC(=O)N=NC(=O)OC(C)C, OCc1cc(CN2CCOCC2)co1, c1ccc(P(c2ccccc2)c2ccccc2)cc1. The reactants are COC(=O)C1CC(=O)N(c2ccc(O)cc2)C1, OCc1cccc(Cl)c1. Yields the product COC(=O)C1CC(=O)N(c2ccc(OCc3cccc(Cl)c3)cc2)C1. Reaction SMILES: [CH3:1][O:2][C:3](=[O:4])[CH:5]1[CH2:6][N:7]([c:11]2[cH:12][cH:13][c:14]([OH:17])[cH:15][cH:16]2)[C:8](=[O:10])[CH2:9]1.[Cl:18][c:19]1[cH:20][c:21]([CH2:22][OH:23])[cH:24][cH:25][cH:26]1>>[CH3:1][O:2][C:3](=[O:4])[CH:5]1[CH2:6][N:7]([c:11]2[cH:12][cH:13][c:14]([O:17][CH2:22][c:21]3[cH:20][c:19]([Cl:18])[cH:26][cH:25][cH:24]3)[cH:15][cH:16]2)[C:8](=[O:10])[CH2:9]1. Starting materials: Cl (hydrochloric acid), Cl.NCC1=C(C=CC=C1)CC(=O)O (o-aminomethylphenylacetic acid hydrochloride), [OH-].[Na+] (sodium hydroxide), C1(=CC=C(C=C1)S(=O)(=O)Cl)C (p-toluenesulfonyl chloride). Solvent: O (water). Run at time 1 hour. The product is C1(=CC=C(C=C1)S(=O)(=O)NCC1=C(C=CC=C1)CC(=O)O)C (o-(p-Toluenesulfonylaminomethyl)phenylacetic Acid). Reaction SMILES: Cl.[NH2:2][CH2:3][C:4]1[CH:9]=[CH:8][CH:7]=[CH:6][C:5]=1[CH2:10][C:11]([OH:13])=[O:12].[OH-].[Na+].[C:16]1([CH3:26])[CH:21]=[CH:20][C:19]([S:22](Cl)(=[O:24])=[O:23])=[CH:18][CH:17]=1.Cl>O>[C:16]1([CH3:26])[CH:21]=[CH:20][C:19]([S:22]([NH:2][CH2:3][C:4]2[CH:9]=[CH:8][CH:7]=[CH:6][C:5]=2[CH2:10][C:11]([OH:13])=[O:12])(=[O:24])=[O:23])=[CH:18][CH:17]=1 |f:0.1,2.3|. Procedure: To a stirred solution of o-aminomethylphenylacetic acid hydrochloride (7.50 g., 37 m.mol.) and sodium hydroxide (4.74 g., 118 m.mol.) in water (100 ml.) was added p-toluenesulfonyl chloride (7.64 g., 40 m.mol.) in portions at 60° C. The mixture was stirred for 1 hour at the same temperature and acidified with hydrochloric acid. The mixture was extracted with ethyl acetate (4×50 ml.). The combined extracts were washed with water, treated with a small amount of carbon and dried. The solvent was ev... Starting materials: solution, C(CCC)[Li] (butyllithium), CN(C=1C(=CC=CC1)C)C (N,N-dimethyl-o-toluidine). Run in CCCCCC (hexane), C(C)OCC (ethyl ether). The product is CN(C1=C(C[Li])C=CC=C1)C (2-dimethylaminobenzyllithium). RXN SMILES: C([Li:5])CCC.[CH3:6][N:7]([CH3:15])[C:8]1[C:9]([CH3:14])=[CH:10][CH:11]=[CH:12][CH:13]=1>CCCCCC.C(OCC)C>[CH3:6][N:7]([CH3:15])[C:8]1[CH:13]=[CH:12][CH:11]=[CH:10][C:9]=1[CH2:14][Li:5]. Procedure details: To a mixture of 23 ml of a 1.6 M solution of butyllithium in hexane and 10 ml of ethyl ether was added 5.0 g of N,N-dimethyl-o-toluidine with stirring. The mixture gradually became yellow and overnight a pale yellow solid was deposited. It was separated by filtration and dried, to give 2.0 g of 2-dimethylaminobenzyllithium. The reactants are C(C)(=O)NC1=CC=C(C=C1)S(=O)(=O)C1=CC(=C(C=C1)[N+](=O)[O-])Cl (4-(4-acetamidophenyl-sulphonyl)-2-chloro-nitrobenzene), O (water), Cl (hydrochloric acid). The reagents and catalysts are [Fe] (Iron). Run in C(C)O (ethanol). Yields the product C(C)(=O)NC1=CC=C(C=C1)S(=O)(=O)NC1=C(C=CC=C1)Cl ((4-Acetamidophenylsulphonyl)-2-chloroaniline). RXN SMILES: [C:1]([NH:4][C:5]1[CH:10]=[CH:9][C:8]([S:11](C2C=CC([N+]([O-])=O)=C(Cl)C=2)(=[O:13])=[O:12])=[CH:7][CH:6]=1)(=[O:3])[CH3:2].O.[ClH:25]>[Fe].C(O)C>[C:1]([NH:4][C:5]1[CH:6]=[CH:7][C:8]([S:11]([NH:4][C:5]2[CH:10]=[CH:9][CH:8]=[CH:7][C:6]=2[Cl:25])(=[O:12])=[O:13])=[CH:9][CH:10]=1)(=[O:3])[CH3:2]. Procedure details: Iron powder (2.5 g) was added to a stirred mixture of 4-(4-acetamidophenyl-sulphonyl)-2-chloro-nitrobenzene (Method 13) (0.67 g), water (2 ml), concentrated hydrochloric acid (0.5 ml) and ethanol (10 ml). The mixture was heated under reflux for 1 hour then evaporated to near dryness and partitioned between ethyl acetate and water. The organic layer was separated, the aqueous layer was extracted with ethyl acetate (3×15 ml). The organic extracts were combined and dried. Volatile material was remo... The reactants are FC1=C(C=C(C=C1)F)O (2,5-difluorophenol), O (Water), [H-].[Na+] (sodium hydride), BrC1=CC=C(O1)C=O (5-Bromo-2-furaldehyde). Solvent: CN(C=O)C (N,N-dimethylformamide). Conditions: time 1 hour. Product: FC1=C(OC2=CC=C(O2)C=O)C=C(C=C1)F (5-(2,5-Difluoro-phenoxy)-furan-2-carbaldehyde). Isolated yield 22.9%. As a reaction SMILES: [F:1][C:2]1[CH:7]=[CH:6][C:5]([F:8])=[CH:4][C:3]=1[OH:9].[H-].[Na+].Br[C:13]1[O:17][C:16]([CH:18]=[O:19])=[CH:15][CH:14]=1.O>CN(C)C=O>[F:1][C:2]1[CH:7]=[CH:6][C:5]([F:8])=[CH:4][C:3]=1[O:9][C:13]1[O:17][C:16]([CH:18]=[O:19])=[CH:15][CH:14]=1 |f:1.2|. Reported procedure: To a solution of 2,5-difluorophenol (3360 mg, 25.83 mmol) in N,N-dimethylformamide (60 mL) was sodium hydride (1032 mg, 25.83 mmol, 60% in oil), which was then stirred for 1 hour. 5-Bromo-2-furaldehyde (3826 mg, 21.52 mmol) was added to the reaction solution, and the solution was stirred at 60° C. for 12 hours. Water was added to the reaction mixture, which was then extracted with ethyl acetate. The organic layer was washed with water and brine, dried over anhydrous magnesium sulfate, and then, ... Reactants: C(C)(C)(C)OC(=O)NC([C@H](O)C1=NC(=NO1)C1=CC=CC=C1)CC ((S)-2-tert-Butoxycarbonylamino-1-(3-phenyl-[1,2,4]oxadiazol-5-yl)-butan-1-ol), C(=O)(C(F)(F)F)O (TFA). The solvent is C(Cl)Cl (CH2Cl2). Run at time 1 hour. Product: NC([C@H](O)C1=NC(=NO1)C1=CC=CC=C1)CC ((S)-2-amino-1-(3-phenyl-[1,2,4]oxadiazol-5-yl)-butan-1-ol). Reaction SMILES: C(OC([NH:8][CH:9]([CH2:23][CH3:24])[C@@H:10]([C:12]1[O:16][N:15]=[C:14]([C:17]2[CH:22]=[CH:21][CH:20]=[CH:19][CH:18]=2)[N:13]=1)[OH:11])=O)(C)(C)C.C(O)(C(F)(F)F)=O>C(Cl)Cl>[NH2:8][CH:9]([CH2:23][CH3:24])[C@@H:10]([C:12]1[O:16][N:15]=[C:14]([C:17]2[CH:22]=[CH:21][CH:20]=[CH:19][CH:18]=2)[N:13]=1)[OH:11]. Procedure: 3-tert-Butoxycarbonylamino-2-hydroxy-pentanoic acid (500 mg, 2.14 mmol) was combined with EDC (600 mg, 3.14 mmol), HOBt (600 mg, 3.92 mmol), and N-hydroxy-benzamidine (292 mg, 2.14 mmol). Dichloromethane (10 mL) was added and then 4-methylmorpholine (1 mL). The reaction mixture was stirred at ambient temperature for 16 h. After dilution with ethyl acetate (200 mL), the solution was washed with water (30 mL), saturated aqueous NaHCO3 solution and brine, dried with MgSO4 and evaporated under vacuu... The reactants are N#Cc1cc(Cl)c2ccc(CBr)cc2n1, CCO, [N-]=[N+]=[N-], [Na+]. Yields the product N#Cc1cc(Cl)c2ccc(CN=[N+]=[N-])cc2n1. Reaction SMILES: [Br:1][CH2:2][c:3]1[cH:4][cH:5][c:6]2[c:7]([Cl:15])[cH:8][c:9]([C:13]#[N:14])[n:10][c:11]2[cH:12]1.[CH3:20][CH2:21][OH:22].[N-:17]=[N+:18]=[N-:19].[Na+:16]>>[CH2:2]([c:3]1[cH:4][cH:5][c:6]2[c:7]([Cl:15])[cH:8][c:9]([C:13]#[N:14])[n:10][c:11]2[cH:12]1)[N:17]=[N+:18]=[N-:19].